Dataset: the Open Reaction Database (ORD), a public repository of structured organic reaction records. Task: describe an organic reaction: reactants, conditions, products, and yield The product is CCOc1ccc2ccc(F)c(F)c2c1. RXN SMILES: [CH2:1]([CH3:2])[O:3][c:4]1[c:5]([Si:16]([CH3:17])([CH3:18])[CH3:19])[cH:6][c:7]2[cH:8][cH:9][c:10]([F:15])[c:11]([F:14])[c:12]2[cH:13]1.[Cs+:21].[F-:20].[O:22]=[CH:23][N:24]([CH3:25])[CH3:26].[OH2:27]>>[CH2:1]([CH3:2])[O:3][c:4]1[cH:5][cH:6][c:7]2[cH:8][cH:9][c:10]([F:15])[c:11]([F:14])[c:12]2[cH:13]1. Reactants: CCOc1cc2c(F)c(F)ccc2cc1[Si](C)(C)C, [Cs+], [F-], CN(C)C=O, O. Yields the product CCc1ccc(CCOc2ccc([N+](=O)[O-])cc2)nc1. As a reaction SMILES: [CH2:1]([CH3:2])[c:3]1[cH:4][cH:5][c:6]([CH2:9][CH2:10][OH:11])[n:7][cH:8]1.[F:12][c:13]1[cH:14][cH:15][c:16]([N+:19](=[O:20])[O-:21])[cH:17][cH:18]1.[H-:22].[Na+:23].[O:25]=[CH:26][N:27]([CH3:28])[CH3:29].[OH2:24]>>[CH2:1]([CH3:2])[c:3]1[cH:4][cH:5][c:6]([CH2:9][CH2:10][O:11][c:13]2[cH:14][cH:15][c:16]([N+:19](=[O:20])[O-:21])[cH:17][cH:18]2)[n:7][cH:8]1. The reactants are CCc1ccc(CCO)nc1, O=[N+]([O-])c1ccc(F)cc1, [H-], [Na+], CN(C)C=O, O. The reactants are ON=C(C(=O)OC(C)(C)C)C(C)=O (tert-butyl 2-hydroxyimino-3-oxobutyrate), NC1=CC=CC=C1 (aniline), C(C)(=O)O (acetic acid), O (water). Run in C1=CC=CC=C1 (benzene). Conditions: time 5 hour. The product is ON=C(C(=O)OC(C)(C)C)C(C)=NC1=CC=CC=C1 (tert-butyl 2-hydroxyimino-3-phenyliminobutyrate). Reaction SMILES: [OH:1][N:2]=[C:3]([C:11](=O)[CH3:12])[C:4]([O:6][C:7]([CH3:10])([CH3:9])[CH3:8])=[O:5].[NH2:14][C:15]1[CH:20]=[CH:19][CH:18]=[CH:17][CH:16]=1.C(O)(=O)C.O>C1C=CC=CC=1>[OH:1][N:2]=[C:3]([C:11](=[N:14][C:15]1[CH:20]=[CH:19][CH:18]=[CH:17][CH:16]=1)[CH3:12])[C:4]([O:6][C:7]([CH3:10])([CH3:9])[CH3:8])=[O:5]. Reported procedure: A solution of tert-butyl 2-hydroxyimino-3-oxobutyrate (130 g), aniline (76 ml) and acetic acid (14 ml) in benzene (1.2 l) was refluxed with Dean Stark water separator for 5 hours. The resulting solution was cooled and washed with 5% aqueous sodium bicarbonate solution and water. After being dried over magnesium sulfate, the organic solvent was evaporated in vacuo. The residue was triturated with a mixture of n-hexane (300 ml) and diisopropyl ether (100 ml). The precipitate was collected by filtr... The reactants are NC1=NC=CC=C1 (2-aminopyridine), [N+](#[C-])CCCCCC[N+]#[C-] (1,6-diisocyanohexane), N1=C(C=CC=C1)C=O (pyridine-2-carbaldehyde). Solvent: Cl(=O)(=O)(=O)O (perchloric acid). Product: [N+](#[C-])CCCCCCNC1=C(N=C2N1C=CC=C2)C2=NC=CC=C2 ((6-Isocyano-hexyl)-(2-pyridin-2-yl-imidazo[1,2-a]pyridin-3-yl)-amine). As a reaction SMILES: [NH2:1][C:2]1[CH:7]=[CH:6][CH:5]=[CH:4][N:3]=1.[N+:8]([CH2:10][CH2:11][CH2:12][CH2:13][CH2:14][CH2:15][N+:16]#[C-:17])#[C-:9].[N:18]1[CH:23]=[CH:22][CH:21]=[CH:20][C:19]=1[CH:24]=O>Cl(O)(=O)(=O)=O>[N+:8]([CH2:10][CH2:11][CH2:12][CH2:13][CH2:14][CH2:15][NH:16][C:17]1[N:3]2[CH:4]=[CH:5][CH:6]=[CH:7][C:2]2=[N:1][C:24]=1[C:19]1[CH:20]=[CH:21][CH:22]=[CH:23][N:18]=1)#[C-:9]. Reported procedure: Compound (1) was prepared in accordance with general instructions 1 from 1.0 ml 2-aminopyridine solution (0.1 M, MC), 0.575 ml 1,6-diisocyanohexane solution (0.2 M, MC), 0.500 ml pyridine-2-carbaldehyde solution (0.3 M, MC), and 10 μl perchloric acid (w=20%). The reactants are O=C([O-])C=CC(=O)[O-], C=CCOc1ccccc1C(=O)N=C=O, NC1CN2CCC1CC2. Yields the product C=CCOc1ccccc1C(=O)NC(=O)NC1CN2CCC1CC2. Reaction SMILES: [C:25]([O-:26])(=[O:27])[CH:28]=[CH:29][C:30]([O-:31])=[O:32].[CH2:10]([CH:11]=[CH2:12])[O:13][c:14]1[c:15]([C:16](=[O:17])[N:18]=[C:19]=[O:20])[cH:21][cH:22][cH:23][cH:24]1.[NH2:1][CH:2]1[CH2:3][N:4]2[CH2:5][CH2:6][CH:7]1[CH2:8][CH2:9]2>>[NH:1]([CH:2]1[CH2:3][N:4]2[CH2:5][CH2:6][CH:7]1[CH2:8][CH2:9]2)[C:19]([NH:18][C:16]([c:15]1[c:14]([O:13][CH2:10][CH:11]=[CH2:12])[cH:24][cH:23][cH:22][cH:21]1)=[O:17])=[O:20]. Yields the product COC1=NC=C(C(=N1)OC)C=1C=NC2=CC(=CN=C2C1)CCN1CCCCC1 (3-(2,4-Dimethoxy-pyrimidin-5-yl)-7-(2-piperidin-1-yl-ethyl)-[1,5]naphthyridine). Procedure details: The title compound was prepared by the method described in Example 156, using 2,4-dimethoxypyrimidin-5-ylboronic acid and the product from Example 155 in place of 2,6-dimethyl-3-(4,4,5,5-tetramethyl-[1,3,2]dioxaborolan-2-yl)-pyridine and the product from Example 154. 1H NMR (CDCl3, 300 MHz) δ 1.40-1.55 (m, 6H), 2.45 (m, 4H), 2.65 (m, 4H), 3.70 (s, 3H), 3.80 (s, 3H), 8.35 (m, 1H), 8.75 (m, 1H), 8.80 (s, 1H), 8.95 (m, 1H), 9.30 (m, 1H). MS (ESI) [M+H]+ at 380. Starting materials: COC1=NC=C(C(=N1)OC)B(O)O (2,4-dimethoxypyrimidin-5-ylboronic acid), BrC=1C=NC2=CC(=CN=C2C1)CCN1CCCCC1 (3-Bromo-7-(2-piperidin-1-yl-ethyl)-[1,5]naphthyridine), product. RXN SMILES: [CH3:1][O:2][C:3]1[N:8]=[C:7]([O:9][CH3:10])[C:6](B(O)O)=[CH:5][N:4]=1.Br[C:15]1[CH:16]=[N:17][C:18]2[C:23]([CH:24]=1)=[N:22][CH:21]=[C:20]([CH2:25][CH2:26][N:27]1[CH2:32][CH2:31][CH2:30][CH2:29][CH2:28]1)[CH:19]=2>>[CH3:1][O:2][C:3]1[N:8]=[C:7]([O:9][CH3:10])[C:6]([C:15]2[CH:16]=[N:17][C:18]3[C:23]([CH:24]=2)=[N:22][CH:21]=[C:20]([CH2:25][CH2:26][N:27]2[CH2:28][CH2:29][CH2:30][CH2:31][CH2:32]2)[CH:19]=3)=[CH:5][N:4]=1.